This data is from the Open Reaction Database (ORD), a public repository of structured organic reaction records. The task is: describe an organic reaction: reactants, conditions, products, and yield The reactants are C(C)(=O)C=1C=C(C(NC1C)=O)C#N (5-acetyl-1,2-dihydro-6-methyl-2-oxo-3-pyridinecarbonitrile). Solvent: Cl (HCl). Product: C(C)(=O)C=1C=CC(NC1C)=O (5-Acetyl-6-Methyl-2(1H)-Pyridinone). Reaction SMILES: [C:1]([C:4]1[CH:5]=[C:6](C#N)[C:7](=[O:11])[NH:8][C:9]=1[CH3:10])(=[O:3])[CH3:2]>Cl>[C:1]([C:4]1[CH:5]=[CH:6][C:7](=[O:11])[NH:8][C:9]=1[CH3:10])(=[O:3])[CH3:2]. Reported procedure: 5-acetyl-1,2-dihydro-6-methyl-2-oxo-3-pyridinecarbonitrile (2.32 g, 0.013 mole) and concentrated HCl (50 ml) were heated and stirred at reflux under an argon atmosphere for 5 hours. Upon cooling to room temperature a solid precipitated. The solid was collected by filtration and allowed to air dry. The dry solid (1.25 g) was heated to 280°-290° C. and maintained at this temperature for 7 minutes. The residue was allowed to cool to room temperature then extracted into methylene chloride. Concentra... The solvent is CN(C=O)C (dimethylformamide), CO (methanol). RXN SMILES: [N:1]1[CH:6]=[CH:5][CH:4]=[N:3][C:2]=1N1CCC(S(N2CCC(OC3C=CC(C(F)(F)F)=CC=3)CC2)(=O)=O)(C(OC)=O)CC1.[N:37]1([S:43]([NH2:46])(=[O:45])=[O:44])[CH2:42][CH2:41][CH2:40][CH2:39][CH2:38]1.C([O-])=O.[NH4+].C(=O)([O-])[O-].[K+].[K+].ClC1N=CC=CN=1>CO.CN(C)C=O>[N:1]1[CH:6]=[CH:5][CH:4]=[N:3][C:2]=1[NH:46][S:43]([N:37]1[CH2:42][CH2:41][CH2:40][CH2:39][CH2:38]1)(=[O:45])=[O:44] |f:2.3,4.5.6|. Reaction conditions: temperature 85 celsius, time 1 hour. The yield is 68.0%. Yields the product N1=C(N=CC=C1)NS(=O)(=O)N1CCCCC1 (N-pyrimidinyl piperidine sulfonamide). Starting materials: residue, N1=C(N=CC=C1)N1CCC(CC1)(C(=O)OC)S(=O)(=O)N1CCC(CC1)OC1=CC=C(C=C1)C(F)(F)F (methyl 1-(2-pyrimidinyl)4-[[4-[4-(trifiuoromethyl)phenoxy]-1-piperidinyl]sulfonyl]-4-piperidinecarboxylate), C([O-])([O-])=O.[K+].[K+] (potassium carbonate), ClC1=NC=CC=N1 (2-chloropyrimidine), N1(CCCCC1)S(=O)(=O)N (piperidine sulfonamide), C(=O)[O-].[NH4+] (ammonium formate). Reported procedure: Part G: Preparation of methyl 1-(2-pyrimidinyl)4-[[4-[4-(trifiuoromethyl)phenoxy]-1-piperidinyl]sulfonyl]-4-piperidinecarboxylate. To a slurry of the piperidine sulfonamide from part F (6.3 g, 12.0 mmol) in methanol (25 mL) was added ammonium formate (2.2 g, 34.5 mmol). The system was purged with nitrogen for 10 min. The nitrogen stream was removed and palladium on carbon (1.2 g of 10 weight % on activated carbon, 50% water) was added. The reaction was refluxed for forty five min, cooled, filter...